describe an organic reaction: reactants, conditions, products, and yield From a dataset of the Open Reaction Database (ORD), a public repository of structured organic reaction records. RXN SMILES: [CH2:33]1[O:34][CH2:35][CH2:36][O:37][CH2:38]1.[CH3:31][OH:32].[ClH:30].[NH2:1][c:2]1[c:3]2[n:4][c:5]([O:28][CH3:29])[n:6]([CH2:16][CH2:17][CH2:18][N:19]3[CH2:20][CH2:21][N:22]([CH2:25][CH2:26][OH:27])[CH2:23][CH2:24]3)[c:7]2[n:8][c:9]([O:11][CH2:12][CH2:13][CH2:14][CH3:15])[n:10]1>>[NH2:1][c:2]1[c:3]2[nH:4][c:5](=[O:28])[n:6]([CH2:16][CH2:17][CH2:18][N:19]3[CH2:20][CH2:21][N:22]([CH2:25][CH2:26][OH:27])[CH2:23][CH2:24]3)[c:7]2[n:8][c:9]([O:11][CH2:12][CH2:13][CH2:14][CH3:15])[n:10]1. The product is CCCCOc1nc(N)c2[nH]c(=O)n(CCCN3CCN(CCO)CC3)c2n1. Reactants: C1COCCO1, CO, Cl, CCCCOc1nc(N)c2nc(OC)n(CCCN3CCN(CCO)CC3)c2n1.